The task is: describe an organic reaction: reactants, conditions, products, and yield. This data is from the Open Reaction Database (ORD), a public repository of structured organic reaction records. The solvent is C(C)(=O)OCC (ethyl acetate), O (water). Reagents/catalysts: [Br-].C(CCC)[N+](CCCC)(CCCC)CCCC (tetra-n-butylammonium bromide). RXN SMILES: [S:1]1[C:5]2[CH:6]=[CH:7][C:8]([CH2:10][CH2:11][OH:12])=[CH:9][C:4]=2[CH:3]=[CH:2]1.[OH-].[K+].[C:15](#[N:18])[CH:16]=[CH2:17].Cl>[Br-].C([N+](CCCC)(CCCC)CCCC)CCC.C(OCC)(=O)C.O>[S:1]1[C:5]2[CH:6]=[CH:7][C:8]([CH2:10][CH2:11][O:12][CH2:17][CH2:16][C:15]#[N:18])=[CH:9][C:4]=2[CH:3]=[CH:2]1 |f:1.2,5.6|. Reaction conditions: temperature 45 celsius, time 3 hour. Yields the product S1C=CC2=C1C=CC(=C2)CCOCCC#N (3-[2-(1-benzothiophen-5-yl)ethoxy]propiono-nitrile). Starting materials: Cl (hydrochloric acid), S1C=CC2=C1C=CC(=C2)CCO (2-(1-benzothiophen-5-yl)-1-ethanol), [OH-].[K+] (potassium hydroxide), C(C=C)#N (acrylonitrile). Reported procedure: To 2.00 g of 2-(1-benzothiophen-5-yl)-1-ethanol were added 13 mg of potassium hydroxide, 36 mg of tetra-n-butylammonium bromide and 1.11 mL of acrylonitrile, and the resulting mixture was stirred at 45° C. for 3 hours. After the reaction mixture was cooled, water and ethyl acetate were added thereto and the pH was adjusted to 1 with 2 mol/L hydrochloric acid. The insoluble materials were removed and then the organic layer was separated. The organic layer was washed with water and then a saturate... Starting materials: COC(=O)C=1C(=C2C=C(C(N(C2=C(N1)Br)CC1=CC=CC=C1)=O)C1=CC=CC=C1)O (1-benzyl-8-bromo-5-hydroxy-2-oxo-3-phenyl-1,2-dihydro-[1,7]naphthyridine-6-carboxylic acid methyl ester), FC=1C=NC=C(C1)[Sn](CCCC)(CCCC)CCCC (3-fluoro-5-tributylstannanyl-pyridine), CCOC(=O)C (EtOAc), Cl (HCl). Reagents/catalysts: Cl[Pd]([P](C1=CC=CC=C1)(C2=CC=CC=C2)C3=CC=CC=C3)([P](C4=CC=CC=C4)(C5=CC=CC=C5)C6=CC=CC=C6)Cl (PdCl2(PPh3)2). The solvent is CN(C)C=O (DMF), [Cl-].[Na+].O (brine). Conditions: temperature 120 celsius. Product: COC(=O)C=1C(=C2C=C(C(N(C2=C(N1)C=1C=NC=C(C1)F)CC1=CC=CC=C1)=O)C1=CC=CC=C1)O (1-Benzyl-8-(5-fluoro-pyridin-3-yl)-5-hydroxy-2-oxo-3-phenyl-1,2-dihydro-[1,7]naphthyridine-6-carboxylic acid methyl ester). The yield is 44.3%. Reaction SMILES: [CH3:1][O:2][C:3]([C:5]1[C:6]([OH:30])=[C:7]2[C:12](=[C:13](Br)[N:14]=1)[N:11]([CH2:16][C:17]1[CH:22]=[CH:21][CH:20]=[CH:19][CH:18]=1)[C:10](=[O:23])[C:9]([C:24]1[CH:29]=[CH:28][CH:27]=[CH:26][CH:25]=1)=[CH:8]2)=[O:4].[F:31][C:32]1[CH:33]=[N:34][CH:35]=[C:36]([Sn](CCCC)(CCCC)CCCC)[CH:37]=1.CCOC(C)=O.Cl>CN(C=O)C.[Cl-].[Na+].O.Cl[Pd](Cl)([P](C1C=CC=CC=1)(C1C=CC=CC=1)C1C=CC=CC=1)[P](C1C=CC=CC=1)(C1C=CC=CC=1)C1C=CC=CC=1>[CH3:1][O:2][C:3]([C:5]1[C:6]([OH:30])=[C:7]2[C:12](=[C:13]([C:36]3[CH:35]=[N:34][CH:33]=[C:32]([F:31])[CH:37]=3)[N:14]=1)[N:11]([CH2:16][C:17]1[CH:22]=[CH:21][CH:20]=[CH:19][CH:18]=1)[C:10](=[O:23])[C:9]([C:24]1[CH:29]=[CH:28][CH:27]=[CH:26][CH:25]=1)=[CH:8]2)=[O:4] |f:5.6.7,^1:68,87|. Procedure details: A mixture of 1-benzyl-8-bromo-5-hydroxy-2-oxo-3-phenyl-1,2-dihydro-[1,7]naphthyridine-6-carboxylic acid methyl ester (70 mg, 0.15 mmol), 3-fluoro-5-tributylstannanyl-pyridine (87 mg, 0.23 mmol) and PdCl2(PPh3)2 (21 mg, 0.030 mmol) in 3 mL of DMF was heated at 120° C. for 4 h under nitrogen atmosphere. After the mixture was cooled to r.t., EtOAc and brine were added. 1 M HCl was added with stirring until pH was about 3-4. The aqueous layer was extracted with additional EtOAc, and the combined org... Starting materials: ClC1=C(C=CC=2N(N=NC21)CC2CC2)C2=CCC(CC2)CO ({4-[4-Chloro-1-(cyclopropylmethyl)-1H-benzotriazol-5-yl]cyclohex-3-en-1-yl}methanol), C1(=CC=CC=C1)P(C1=CC=CC=C1)C1=CC=CC=C1 (triphenylphosphine), N1C=NC=C1 (imidazole), II (iodine), C1(=CC=CC=C1)P(C1=CC=CC=C1)C1=CC=CC=C1 (triphenylphosphine), N1C=NC=C1 (imidazole), II (iodine), C1(=CC=CC=C1)P(C1=CC=CC=C1)C1=CC=CC=C1 (triphenylphosphine), N1C=NC=C1 (imidazole), II (iodine). Run in O1CCCC1 (tetrahydrofuran), O1CCCC1 (tetrahydrofuran), O1CCCC1 (tetrahydrofuran), O1CCCC1 (tetrahydrofuran). Run at time 10 minute. Yields the product ClC1=C(C=CC=2N(N=NC21)CC2CC2)C2=CCC(CC2)CI (4-chloro-1-(cyclopropylmethyl)-5-[4-(iodomethyl)cyclohex-1-en-1-yl]-1H-benzotriazole). As a reaction SMILES: C1(P(C2C=CC=CC=2)C2C=CC=CC=2)C=CC=CC=1.N1C=CN=C1.[I:25]I.[Cl:27][C:28]1[C:36]2[N:35]=[N:34][N:33]([CH2:37][CH:38]3[CH2:40][CH2:39]3)[C:32]=2[CH:31]=[CH:30][C:29]=1[C:41]1[CH2:46][CH2:45][CH:44]([CH2:47]O)[CH2:43][CH:42]=1>O1CCCC1>[Cl:27][C:28]1[C:36]2[N:35]=[N:34][N:33]([CH2:37][CH:38]3[CH2:40][CH2:39]3)[C:32]=2[CH:31]=[CH:30][C:29]=1[C:41]1[CH2:46][CH2:45][CH:44]([CH2:47][I:25])[CH2:43][CH:42]=1. Procedure details: To a tetrahydrofuran solution (2 mL) of triphenylphosphine (94 mg, 0.36 mmol, 1.1 equiv) was added imidazole (0.11 g, 1.6 mmol, 5 equiv) and iodine (86 mg, 0.34 mmol, 1.05 equiv). After stirring for 10 minutes, a tetrahydrofuran solution (1.5 mL) of {4-[4-chloro-1-(cyclopropylmethyl)-1H-benzotriazol-5-yl]cyclohex-3-en-1-yl}methanol (Example 2, 0.10 g, 0.32 mmol) was added and the mixture was stirred for 1 hour. In a separate flask, a tetrahydrofuran solution (2 mL) was prepared containing triphe... Starting materials: CS(=O)(=O)Cl, O, c1ccncc1, CCC(CC)N1CCc2c(C)nc3c(-c4nc5ccccc5[nH]4)c(C)nn3c21. Product: CCC(CC)N1CCc2c(C)nc3c(-c4nc5ccccc5n4S(C)(=O)=O)c(C)nn3c21. As a reaction SMILES: [CH3:1][S:2]([Cl:3])(=[O:4])=[O:5].[OH2:34].[cH:35]1[cH:36][cH:37][n:38][cH:39][cH:40]1.[nH:6]1[c:7](-[c:15]2[c:16]([CH3:33])[n:17][n:18]3[c:19]2[n:20][c:21]([CH3:32])[c:22]2[c:23]3[N:24]([CH:27]([CH2:28][CH3:29])[CH2:30][CH3:31])[CH2:25][CH2:26]2)[n:8][c:9]2[c:10]1[cH:11][cH:12][cH:13][cH:14]2>>[CH3:1][S:2](=[O:4])(=[O:5])[n:8]1[c:7](-[c:15]2[c:16]([CH3:33])[n:17][n:18]3[c:19]2[n:20][c:21]([CH3:32])[c:22]2[c:23]3[N:24]([CH:27]([CH2:28][CH3:29])[CH2:30][CH3:31])[CH2:25][CH2:26]2)[n:6][c:10]2[c:9]1[cH:14][cH:13][cH:12][cH:11]2. The reactants are COCCOCOC1=CC=C(C=C1)[N+](=O)[O-] (1-[(2-methoxyethoxy)methoxy]-4-nitrobenzene). The reagents and catalysts are [Pd] (Pd/C). Run in CO (methanol). Yields the product COCCOCOC1=CC=C(N)C=C1 (4-[(2-methoxyethoxy)methoxy]aniline). Yield: 98.0%. As a reaction SMILES: [CH3:1][O:2][CH2:3][CH2:4][O:5][CH2:6][O:7][C:8]1[CH:13]=[CH:12][C:11]([N+:14]([O-])=O)=[CH:10][CH:9]=1>CO.[Pd]>[CH3:1][O:2][CH2:3][CH2:4][O:5][CH2:6][O:7][C:8]1[CH:9]=[CH:10][C:11]([NH2:14])=[CH:12][CH:13]=1. Procedure details: To a suspension of Pd/C (0.5 g) in methanol (25 mL), 1-[(2-methoxyethoxy)methoxy]-4-nitrobenzene (2.35 g) was added to a 50 mL 3-neck RBF at room temperature under nitrogen atmosphere. Hydrogen gas was bubbled through the reaction mixture for 1-2 hr at room temperature and the reaction was monitored on TLC using chloroform:methanol (9.8:0.2) as mobile phase. After completion, the reaction mixture was filtered using Celite and washed with methanol. The combined filtrate was concentrated under red... The reactants are O (Water), FC(C(=O)O)(F)F.C(CCC)NC1=NC(=C2N=C(NC2=N1)OC)N (N2-butyl-8-methoxy-9H-purine-2,6-diamine trifluoroacetic acid salt), C([O-])([O-])=O.[K+].[K+] (potassium carbonate), CS(=O)(=O)OCCC1COCCC1 (2-(Tetrahydro-2H-pyran-3-yl)ethyl methanesulfonate). The solvent is CN(C=O)C (N,N-dimethylformamide). Conditions: temperature 60 celsius, time 1 hour. Product: C(CCC)NC1=NC(=C2N=C(N(C2=N1)CCC1COCCC1)OC)N (N2-Butyl-8-methoxy-9-[2-(tetrahydro-2H-pyran-3-yl)ethyl]-9H-purine-2,6-diamine). As a reaction SMILES: FC(F)(F)C(O)=O.[CH2:8]([NH:12][C:13]1[N:21]=[C:20]2[C:16]([N:17]=[C:18]([O:22][CH3:23])[NH:19]2)=[C:15]([NH2:24])[N:14]=1)[CH2:9][CH2:10][CH3:11].C(=O)([O-])[O-].[K+].[K+].CS(O[CH2:36][CH2:37][CH:38]1[CH2:43][CH2:42][CH2:41][O:40][CH2:39]1)(=O)=O.O>CN(C)C=O>[CH2:8]([NH:12][C:13]1[N:21]=[C:20]2[C:16]([N:17]=[C:18]([O:22][CH3:23])[N:19]2[CH2:36][CH2:37][CH:38]2[CH2:43][CH2:42][CH2:41][O:40][CH2:39]2)=[C:15]([NH2:24])[N:14]=1)[CH2:9][CH2:10][CH3:11] |f:0.1,2.3.4|. Procedure details: A stirring mixture of N2-butyl-8-methoxy-9H-purine-2,6-diamine trifluoroacetic acid salt (200 mg) and potassium carbonate (236 mg) in dry N,N-dimethylformamide (2 ml) was heated with stirring at 60° C. for 1 h. 2-(Tetrahydro-2H-pyran-3-yl)ethyl methanesulfonate (142 mg) was added and the stirring mixture heated at 60° C. for 3 h. Water was added and the mixture extracted three times with ethyl acetate. The combined extracts were washed with water then brine, dried by passing through a phase sepa... Starting materials: C([O-])(O)=O.[Na+] (sodium bicarbonate), FC1=C(C=CC=C1)C1=NC(C(N(C2=C1C=CC=C2C)CC(=O)C(C)(C)C)=O)NC(=O)OC(C)(C)C ((3RS)-2,3-dihydro-5-(2-fluorophenyl)-1-tert-butylcarbonylmethyl-3-tert-butoxycarbonylamino-9-methyl-1H-1,4-benzodiazepin-2-one), Cl (HCl). Run at temperature 0 celsius, time 5 hour. Isolated yield 97.1%. Run in C(C)(=O)OCC (Ethyl acetate), C(C)(=O)OCC (ethyl acetate). Product: NC1C(N(C2=C(C(=N1)C1=C(C=CC=C1)F)C=CC=C2C)CC(=O)C(C)(C)C)=O ((3RS)-3-amino-2,3-dihydro-5-(2-fluorophenyl)-1-tert-butylcarbonylmethyl-9-methyl-1H-1,4-benzodiazepin-2-one). Reaction SMILES: [F:1][C:2]1[CH:7]=[CH:6][CH:5]=[CH:4][C:3]=1[C:8]1[C:14]2[CH:15]=[CH:16][CH:17]=[C:18]([CH3:19])[C:13]=2[N:12]([CH2:20][C:21]([C:23]([CH3:26])([CH3:25])[CH3:24])=[O:22])[C:11](=[O:27])[CH:10]([NH:28]C(OC(C)(C)C)=O)[N:9]=1.Cl.C(=O)(O)[O-].[Na+]>C(OCC)(=O)C>[NH2:28][CH:10]1[N:9]=[C:8]([C:3]2[CH:4]=[CH:5][CH:6]=[CH:7][C:2]=2[F:1])[C:14]2[CH:15]=[CH:16][CH:17]=[C:18]([CH3:19])[C:13]=2[N:12]([CH2:20][C:21]([C:23]([CH3:25])([CH3:24])[CH3:26])=[O:22])[C:11]1=[O:27] |f:2.3|. Procedure details: A mixture of (3RS)-2,3-dihydro-5-(2-fluorophenyl)-1-tert-butylcarbonylmethyl-3-tert-butoxycarbonylamino-9-methyl-1H-1,4-benzodiazepin-2-one (130 mg) and 4N HCl in ethyl acetate (1 ml) was stirred at 0° C. for 5 hours. Ethyl acetate and a saturated aqueous solution of sodium bicarbonate were added to the reaction mixture. The separated organic layer was washed with water and brine, and then dried over sodium sulfate. The solvent was evaporated in vacuo to afford (3RS)-3-amino-2,3-dihydro-5-(2-flu... Starting materials: CC(C)(C)ON, C1CCNC1, CCCO, N#Cc1cccnc1C(=O)c1cc(Cl)ccc1O, Cl. Yields the product CC(C)(C)ON=C(N)c1cccnc1C(=O)c1cc(Cl)ccc1O. RXN SMILES: [C:20]([CH3:21])([CH3:22])([CH3:23])[O:24][NH2:25].[CH2:26]1[CH2:27][NH:28][CH2:29][CH2:30]1.[CH2:31]([OH:32])[CH2:33][CH3:34].[Cl:1][c:2]1[cH:3][cH:4][c:5]([OH:18])[c:6]([C:7](=[O:8])[c:9]2[n:10][cH:11][cH:12][cH:13][c:14]2[C:15]#[N:16])[cH:17]1.[ClH:19]>>[Cl:1][c:2]1[cH:3][cH:4][c:5]([OH:18])[c:6]([C:7](=[O:8])[c:9]2[n:10][cH:11][cH:12][cH:13][c:14]2[C:15]([NH2:16])=[N:25][O:24][C:20]([CH3:21])([CH3:22])[CH3:23])[cH:17]1. Reactants: NC=1C=C2CCC(NC2=C(C1)C)=O (6-amino-8-methyl-3,4-dihydro-2(1H)-quinolinone), Br.BrCCNCCBr (bis(2-bromoethyl)amine hydrobromide), C([O-])([O-])=O.[Na+].[Na+] (sodium carbonate). The solvent is CO (methanol). Reaction conditions: temperature 64 celsius, time 13 hour. Product: Br.CC=1C=C(C=C2CCC(NC12)=O)N1CCNCC1 (3,4-dihydro-8-methyl-6-(1-piperazinyl)-2(1H)-quinolinone hydrobromide). Isolated yield 60.1%. As a reaction SMILES: [NH2:1][C:2]1[CH:3]=[C:4]2[C:9](=[C:10]([CH3:12])[CH:11]=1)[NH:8][C:7](=[O:13])[CH2:6][CH2:5]2.Br.[Br:15][CH2:16][CH2:17][NH:18][CH2:19][CH2:20]Br.C(=O)([O-])[O-].[Na+].[Na+]>CO>[BrH:15].[CH3:12][C:10]1[CH:11]=[C:2]([N:1]2[CH2:20][CH2:19][NH:18][CH2:17][CH2:16]2)[CH:3]=[C:4]2[C:9]=1[NH:8][C:7](=[O:13])[CH2:6][CH2:5]2 |f:1.2,3.4.5,7.8|. Procedure details: A mixture of 6-amino-8-methyl-3,4-dihydro-2(1H)-quinolinone (19.4 g), bis(2-bromoethyl)amine hydrobromide (41 g) and methanol (140 ml) was stirred for 13 hours at 64° C. After cooling, sodium carbonate (5.83 g) was added thereto and the mixture was stirred for 9 hours at 70° C. After cooling, the resulting precipitate was collected by filtration and the residue was washed with methanol to give 3,4-dihydro-8-methyl-6-(1-piperazinyl)-2(1H)-quinolinone hydrobromide (21.6 g). Reported procedure: To a degassed mixture of 4-chloro-N-(1-methyl-1H-pyrazol-4-yl)-5-(trifluoromethyl)pyrimidin-2-amine A74 (0.178 g, 0.640 mmol), 1-(2-ethynylphenyl)cyclopropanecarboxamide K6 (0.172 g, 0.928 mmol), PdCl2(PPh3)2 (0.005 g, 0.007 mmol), t-Bu3PH.BF4 (0.005 g, 0.02 mmol) and copper(I) iodide (0.003 g, 0.02 mmol) in DMF (8.0 mL) was added DIPEA (0.33 mL, 1.9 mmol). The mixture was heated in the microwave for 2×20 minutes at 100° C. before being concentrated under reduced pressure. Purification by silica... Reagents/catalysts: [Cu]I (copper(I) iodide), Cl[Pd]([P](C1=CC=CC=C1)(C2=CC=CC=C2)C3=CC=CC=C3)([P](C4=CC=CC=C4)(C5=CC=CC=C5)C6=CC=CC=C6)Cl (PdCl2(PPh3)2). Run at temperature 100 celsius. Run in CN(C)C=O (DMF). Starting materials: F[B-](F)(F)F (BF4), CCN(C(C)C)C(C)C (DIPEA), ClC1=NC(=NC=C1C(F)(F)F)NC=1C=NN(C1)C (4-chloro-N-(1-methyl-1H-pyrazol-4-yl)-5-(trifluoromethyl)pyrimidin-2-amine), C(#C)C1=C(C=CC=C1)C1(CC1)C(=O)N (1-(2-ethynylphenyl)cyclopropanecarboxamide). RXN SMILES: Cl[C:2]1[C:7]([C:8]([F:11])([F:10])[F:9])=[CH:6][N:5]=[C:4]([NH:12][C:13]2[CH:14]=[N:15][N:16]([CH3:18])[CH:17]=2)[N:3]=1.[C:19]([C:21]1[CH:26]=[CH:25][CH:24]=[CH:23][C:22]=1[C:27]1([C:30]([NH2:32])=[O:31])[CH2:29][CH2:28]1)#[CH:20].F[B-](F)(F)F.CCN(C(C)C)C(C)C>CN(C=O)C.Cl[Pd](Cl)([P](C1C=CC=CC=1)(C1C=CC=CC=1)C1C=CC=CC=1)[P](C1C=CC=CC=1)(C1C=CC=CC=1)C1C=CC=CC=1.[Cu]I>[CH3:18][N:16]1[CH:17]=[C:13]([NH:12][C:4]2[N:3]=[C:2]([C:20]#[C:19][C:21]3[CH:26]=[CH:25][CH:24]=[CH:23][C:22]=3[C:27]3([C:30]([NH2:32])=[O:31])[CH2:29][CH2:28]3)[C:7]([C:8]([F:11])([F:10])[F:9])=[CH:6][N:5]=2)[CH:14]=[N:15]1 |^1:54,73|. The product is CN1N=CC(=C1)NC1=NC=C(C(=N1)C#CC1=C(C=CC=C1)C1(CC1)C(=O)N)C(F)(F)F (1-(2-((2-((1-Methyl-1H-pyrazol-4-yl)amino)-5-(trifluoromethyl)pyrimidin-4-yl)ethynyl)phenyl)cyclopropanecarboxamide).